This data is from the Open Reaction Database (ORD), a public repository of structured organic reaction records. The task is: describe an organic reaction: reactants, conditions, products, and yield Reactants: O=C(OCc1ccccc1)C(CC1CCC1)N1CC(CN2CCC(CCC(F)(F)c3ccc(F)cc3)CC2)C(c2cccc(F)c2)C1, CCO. RXN SMILES: [CH2:1]([c:2]1[cH:3][cH:4][cH:5][cH:6][cH:7]1)[O:8][C:9]([CH:10]([CH2:11][CH:12]1[CH2:13][CH2:14][CH2:15]1)[N:16]1[CH2:17][CH:18]([CH2:28][N:29]2[CH2:30][CH2:31][CH:32]([CH2:35][CH2:36][C:37]([c:38]3[cH:39][cH:40][c:41]([F:44])[cH:42][cH:43]3)([F:45])[F:46])[CH2:33][CH2:34]2)[CH:19]([c:21]2[cH:22][c:23]([F:27])[cH:24][cH:25][cH:26]2)[CH2:20]1)=[O:47].[CH3:48][CH2:49][OH:50]>>[O:8]=[C:9]([CH:10]([CH2:11][CH:12]1[CH2:13][CH2:14][CH2:15]1)[N:16]1[CH2:17][CH:18]([CH2:28][N:29]2[CH2:30][CH2:31][CH:32]([CH2:35][CH2:36][C:37]([c:38]3[cH:39][cH:40][c:41]([F:44])[cH:42][cH:43]3)([F:45])[F:46])[CH2:33][CH2:34]2)[CH:19]([c:21]2[cH:22][c:23]([F:27])[cH:24][cH:25][cH:26]2)[CH2:20]1)[OH:47]. Yields the product O=C(O)C(CC1CCC1)N1CC(CN2CCC(CCC(F)(F)c3ccc(F)cc3)CC2)C(c2cccc(F)c2)C1. Starting materials: CCOC(C)=O, [Cl-], Cc1ccc(-c2c(Cl)ncnc2NS(=O)(=O)c2ccc(C(C)(C)COC3CCCCO3)cc2)cc1, [NH4+], [Na], OCCO. Product: Cc1ccc(-c2c(NS(=O)(=O)c3ccc(C(C)(C)COC4CCCCO4)cc3)ncnc2OCCO)cc1. Reaction SMILES: [CH3:43][CH2:44][O:45][C:46](=[O:47])[CH3:48].[Cl-:41].[Cl:6][c:7]1[c:8](-[c:34]2[cH:35][cH:36][c:37]([CH3:40])[cH:38][cH:39]2)[c:9]([NH:13][S:14](=[O:15])(=[O:16])[c:17]2[cH:18][cH:19][c:20]([C:23]([CH2:24][O:25][CH:26]3[O:27][CH2:28][CH2:29][CH2:30][CH2:31]3)([CH3:32])[CH3:33])[cH:21][cH:22]2)[n:10][cH:11][n:12]1.[NH4+:42].[Na:1].[OH:2][CH2:3][CH2:4][OH:5]>>[OH:2][CH2:3][CH2:4][O:5][c:7]1[c:8](-[c:34]2[cH:35][cH:36][c:37]([CH3:40])[cH:38][cH:39]2)[c:9]([NH:13][S:14](=[O:15])(=[O:16])[c:17]2[cH:18][cH:19][c:20]([C:23]([CH2:24][O:25][CH:26]3[O:27][CH2:28][CH2:29][CH2:30][CH2:31]3)([CH3:32])[CH3:33])[cH:21][cH:22]2)[n:10][cH:11][n:12]1. The reactants are CCCCO, Clc1ccnc2cc(I)ccc12, Nc1ccnc2cc(I)ccc12, Nc1ccc(Oc2ccccc2)cc1. The product is Ic1ccc2c(Nc3ccc(Oc4ccccc4)cc3)ccnc2c1. RXN SMILES: [CH2:39]([OH:40])[CH2:41][CH2:42][CH3:43].[Cl:1][c:2]1[cH:3][cH:4][n:5][c:6]2[cH:7][c:8]([I:12])[cH:9][cH:10][c:11]12.[I:13][c:14]1[cH:15][c:16]2[c:17]([c:18]([NH2:19])[cH:20][cH:21][n:22]2)[cH:23][cH:24]1.[O:25]([c:26]1[cH:27][cH:28][cH:29][cH:30][cH:31]1)[c:32]1[cH:33][cH:34][c:35]([NH2:36])[cH:37][cH:38]1>>[c:2]1([NH:36][c:35]2[cH:34][cH:33][c:32]([O:25][c:26]3[cH:27][cH:28][cH:29][cH:30][cH:31]3)[cH:38][cH:37]2)[cH:3][cH:4][n:5][c:6]2[cH:7][c:8]([I:12])[cH:9][cH:10][c:11]12. Reactants: ClC=1C=C(C=CC1OC)B(O)O (3-chloro-4-methoxyphenylboronic acid), BrC=1C=NC=C(C(=O)OC)C1 (methyl 5-bromonicotinate), C(=O)([O-])[O-].[Cs+].[Cs+] (Cs2CO3), O (water), O (water). Reagents/catalysts: C=1C=CC(=CC1)[P](C=2C=CC=CC2)(C=3C=CC=CC3)[Pd]([P](C=4C=CC=CC4)(C=5C=CC=CC5)C=6C=CC=CC6)([P](C=7C=CC=CC7)(C=8C=CC=CC8)C=9C=CC=CC9)[P](C=1C=CC=CC1)(C=1C=CC=CC1)C=1C=CC=CC1 (tetrakis(triphenylphosphine)palladium(0)). Solvent: CN(C)C=O (DMF). Product: COC(C1=CN=CC(=C1)C1=CC(=C(C=C1)OC)Cl)=O (5-(3-Chloro-4-methoxy-phenyl)-nicotinic acid methyl ester). The yield is 37.3%. Reaction SMILES: [Cl:1][C:2]1[CH:3]=[C:4](B(O)O)[CH:5]=[CH:6][C:7]=1[O:8][CH3:9].Br[C:14]1[CH:15]=[N:16][CH:17]=[C:18]([CH:23]=1)[C:19]([O:21][CH3:22])=[O:20].C([O-])([O-])=O.[Cs+].[Cs+].O>CN(C=O)C.C1C=CC([P]([Pd]([P](C2C=CC=CC=2)(C2C=CC=CC=2)C2C=CC=CC=2)([P](C2C=CC=CC=2)(C2C=CC=CC=2)C2C=CC=CC=2)[P](C2C=CC=CC=2)(C2C=CC=CC=2)C2C=CC=CC=2)(C2C=CC=CC=2)C2C=CC=CC=2)=CC=1>[CH3:22][O:21][C:19](=[O:20])[C:18]1[CH:23]=[C:14]([C:4]2[CH:5]=[CH:6][C:7]([O:8][CH3:9])=[C:2]([Cl:1])[CH:3]=2)[CH:15]=[N:16][CH:17]=1 |f:2.3.4,^1:39,41,60,79|. Procedure: 6.5 g of 3-chloro-4-methoxyphenylboronic acid, 5.0 g of methyl 5-bromonicotinate, 1.3 g of tetrakis(triphenylphosphine)palladium(0), and 22.6 g of Cs2CO3 were stirred in 325 ml of DMF and 65 ml of water for 3 h at 45° C. The reaction mixture was then poured into 750 ml of water and extracted three times using 300 ml of EA each. The combined organic layers were then washed twice using 150 ml of water each. The organic layer was then dried using MgSO4 and evaporated. Chromatography on silica gel u... Starting materials: Cl, O=Cc1ccc(OCc2ccccc2F)c(Cc2ccccc2F)c1, CC(N)C(N)=O. Yields the product CC(NCc1ccc(OCc2ccccc2F)c(Cc2ccccc2F)c1)C(N)=O. As a reaction SMILES: [ClH:26].[F:1][c:2]1[c:3]([CH2:4][c:5]2[cH:6][c:7]([CH:8]=[O:9])[cH:10][cH:11][c:12]2[O:13][CH2:14][c:15]2[c:16]([F:21])[cH:17][cH:18][cH:19][cH:20]2)[cH:22][cH:23][cH:24][cH:25]1.[NH2:27][CH:28]([CH3:29])[C:30](=[O:31])[NH2:32]>>[F:1][c:2]1[c:3]([CH2:4][c:5]2[cH:6][c:7]([CH2:8][NH:27][CH:28]([CH3:29])[C:30](=[O:31])[NH2:32])[cH:10][cH:11][c:12]2[O:13][CH2:14][c:15]2[c:16]([F:21])[cH:17][cH:18][cH:19][cH:20]2)[cH:22][cH:23][cH:24][cH:25]1. The reactants are Cl.C(C)OC=1C=C2CCN=C(C2=CC1OCC)CC1=CC(=C(C=C1)OC(C)C)OC(C)C (6,7-diethoxy-1-(3',4'-diisopropoxybenzyl)-3,4-dihydroisoquinoline hydrochloride), [Na] (sodium). Run in CO (methanol), C(C)OCC (diethyl ether), C(C)(C)OC(C)C (isopropyl ether). Yields the product Cl.C(C)OC=1C=C2CCNC(C2=CC1OCC)CC1=CC(=C(C=C1)OC(C)C)OC(C)C (6,7-Diethoxy-1-(3',4'-diisopropoxybenzyl)-1,2,3,4-tetrahydroisoquinoline hydrochloride). Isolated yield 92.4%. As a reaction SMILES: [ClH:1].[CH2:2]([O:4][C:5]1[CH:6]=[C:7]2[C:12](=[CH:13][C:14]=1[O:15][CH2:16][CH3:17])[C:11]([CH2:18][C:19]1[CH:24]=[CH:23][C:22]([O:25][CH:26]([CH3:28])[CH3:27])=[C:21]([O:29][CH:30]([CH3:32])[CH3:31])[CH:20]=1)=[N:10][CH2:9][CH2:8]2)[CH3:3].[Na]>CO.C(OCC)C.C(OC(C)C)(C)C>[ClH:1].[CH2:2]([O:4][C:5]1[CH:6]=[C:7]2[C:12](=[CH:13][C:14]=1[O:15][CH2:16][CH3:17])[CH:11]([CH2:18][C:19]1[CH:24]=[CH:23][C:22]([O:25][CH:26]([CH3:28])[CH3:27])=[C:21]([O:29][CH:30]([CH3:32])[CH3:31])[CH:20]=1)[NH:10][CH2:9][CH2:8]2)[CH3:3] |f:0.1,6.7,^1:32|. Reported procedure: 21 g (0.0455 mole) of 6,7-diethoxy-1-(3',4'-diisopropoxybenzyl)-3,4-dihydroisoquinoline hydrochloride was dissolved in 300 ml of methanol in a 1 liter 3-necked flask. The solution was cooled in an ice/water bath and 2.1 g (0.0555 moles) of sodium borhydride was added in two portions with agitation. Stirring was continued for half an hour, the solvent removed under reduced pressure and the residue obtained taken up in 500 ml of diethyl ether. The ethereal solution was washed 3 times with 200 ml o... The reactants are FC(C(CC(=O)OCC)=O)(F)F (ethyl trifluoroacetoacetate), COC1=CC=C(N)C=C1 (4-Methoxyaniline), C(O)([O-])=O.[Na+] (sodium hydrogencarbonate). Run in P(O)(O)(O)=O (phosphoric acid). Run at temperature 110 celsius, time 4 hour. Product: FC(C1=NC2=CC=C(C=C2C(=C1)O)OC)(F)F (2-trifluoromethyl-4-hydroxy-6-methoxyquinoline). Isolated yield 4.6%. Reaction SMILES: [CH3:1][O:2][C:3]1[CH:9]=[CH:8][C:6]([NH2:7])=[CH:5][CH:4]=1.[F:10][C:11]([F:21])([F:20])[C:12](=O)[CH2:13][C:14](OCC)=[O:15].C(=O)([O-])O.[Na+]>P(=O)(O)(O)O>[F:10][C:11]([F:21])([F:20])[C:12]1[CH:13]=[C:14]([OH:15])[C:8]2[C:6](=[CH:5][CH:4]=[C:3]([O:2][CH3:1])[CH:9]=2)[N:7]=1 |f:2.3|. Reported procedure: 4-Methoxyaniline (5.00 g) was dissolved in 75% phosphoric acid (20 mL) and ethyl trifluoroacetoacetate (7.48 g) was dropwise added thereto at 110° C. The mixture was stirred at 110° C. for 4 hr with heating. After allowing to cool, the reaction mixture was added to saturated aqueous sodium hydrogencarbonate solution, and the mixture was extracted with ethyl acetate. The extract was dried and the solvent was evaporated under reduced pressure. The residue was purified by silica gel chromatography ...